describe an organic reaction: reactants, conditions, products, and yield From a dataset of the Open Reaction Database (ORD), a public repository of structured organic reaction records. Starting materials: NC=1C=C(C=CC1)C#CCNC(C(F)(F)F)=O (N-(3-(3-aminophenyl)prop-2-ynyl)-2,2,2-trifluoroacetamide), O1CC12CCCCC2 (1-oxaspiro[2.5]octane). The solvent is CCO.O (EtOH H2O). The product is FC(C(=O)NCC#CC1=CC(=CC=C1)NCC1(CCCCC1)O)(F)F (2,2,2-trifluoro-N-(3-(3-((1-hydroxycyclohexyl)methylamino)phenyl)prop-2-ynyl)acetamide). Reaction SMILES: [NH2:1][C:2]1[CH:3]=[C:4]([C:8]#[C:9][CH2:10][NH:11][C:12](=[O:17])[C:13]([F:16])([F:15])[F:14])[CH:5]=[CH:6][CH:7]=1.[O:18]1[C:20]2([CH2:25][CH2:24][CH2:23][CH2:22][CH2:21]2)[CH2:19]1>CCO.O>[F:16][C:13]([F:14])([F:15])[C:12]([NH:11][CH2:10][C:9]#[C:8][C:4]1[CH:5]=[CH:6][CH:7]=[C:2]([NH:1][CH2:19][C:20]2([OH:18])[CH2:25][CH2:24][CH2:23][CH2:22][CH2:21]2)[CH:3]=1)=[O:17] |f:2.3|. Reported procedure: A mixture of N-(3-(3-aminophenyl)prop-2-ynyl)-2,2,2-trifluoroacetamide (0.75 g, 3.09 mmol) and 1-oxaspiro[2.5]octane (1.2 g, 9.2 mmol) in EtOH:H2O (9:1) was stirred under reflux for 36 h. The reaction mixture was concentrated under reduced pressure. Purification by column chromatography (20% to 30% EtOAc—hexanes gradient) gave 2,2,2-trifluoro-N-(3-(3-((1-hydroxycyclohexyl)methylamino)phenyl)prop-2-ynyl)acetamide as an off white solid. Yield (0.48 g, 43%); 1H NMR (400 MHz, DMSO-d6) δ 7.28 (s, 1H)... The reactants are C(C1=CC=CC=C1)OCC1OC2=CC=C(C=C2CC1)C(=O)O (2-(benzyloxymethyl)-6-chromanecarboxylic acid), CC(=O)C1=C(C(=CC=C1)N)O (3-amino-2-hydroxyacetophenone), N1=CC=CC=C1 (pyridine). Run in C(Cl)Cl (methylene chloride), C(C(=O)Cl)(=O)Cl (oxalyl chloride), C(Cl)Cl (methylene chloride). Run at temperature 75 celsius, time 18 hour. Product: C(C)(=O)C=1C(=C(C=CC1)NC(=O)C=1C=C2CCC(OC2=CC1)COCC1=CC=CC=C1)O (N-(3-Acetyl-2-hydroxyphenyl)-2-(benzyloxymethyl) chromane-6-carboxamide). Isolated yield 72.0%. RXN SMILES: [CH2:1]([O:8][CH2:9][CH:10]1[CH2:19][CH2:18][C:17]2[C:12](=[CH:13][CH:14]=[C:15]([C:20]([OH:22])=O)[CH:16]=2)[O:11]1)[C:2]1[CH:7]=[CH:6][CH:5]=[CH:4][CH:3]=1.[CH3:23][C:24]([C:26]1[CH:31]=[CH:30][CH:29]=[C:28]([NH2:32])[C:27]=1[OH:33])=[O:25].N1C=CC=CC=1>C(Cl)(=O)C(Cl)=O.C(Cl)Cl>[C:24]([C:26]1[C:27]([OH:33])=[C:28]([NH:32][C:20]([C:15]2[CH:16]=[C:17]3[C:12](=[CH:13][CH:14]=2)[O:11][CH:10]([CH2:9][O:8][CH2:1][C:2]2[CH:3]=[CH:4][CH:5]=[CH:6][CH:7]=2)[CH2:19][CH2:18]3)=[O:22])[CH:29]=[CH:30][CH:31]=1)(=[O:25])[CH3:23]. Procedure: A suspension of 2-(benzyloxymethyl)-6-chromanecarboxylic acid (0.700 g, 2.35 mmol) in oxalyl chloride (5.98 ml) was heated at 75° C. for 35 minutes. The oxalyl chloride excess was evaporated off in a nitrogen stream and the resulting residue was dissolved in the minimum amount of dry methylene chloride. This solution was added at 0° C. and under inert atmosphere to a solution of 3-amino-2-hydroxyacetophenone (0.550 g, 2.37 mmol), pyridine (7 ml) and dry methylene chloride (40 ml). The resulting ... Reactants: C(CC(O)(C(=O)O)CC(=O)O)(=O)O (citric acid), ClC1=C(C=CC=C1Cl)S(=O)(=O)NC1=NC=CN=C1Cl (2,3-Dichloro-N-(3-chloro-2-pyrazinyl)benzenesulphonamide). Solvent: C[O-].[Na+] (sodium methoxide), CO (methanol). Reaction conditions: time 4 hour. Product: C(C)(=O)OCC.CCCC(C)C (ethyl acetate isohexane), ClC1=C(C=CC=C1Cl)S(=O)(=O)NC1=NC=CN=C1OC (2,3-Dichloro-N-(3-methoxy-2-pyrazinyl)benzenesulphonamide). Reaction SMILES: [Cl:1][C:2]1[C:7]([Cl:8])=[CH:6][CH:5]=[CH:4][C:3]=1[S:9]([NH:12][C:13]1[C:18](Cl)=[N:17][CH:16]=[CH:15][N:14]=1)(=[O:11])=[O:10].[C:20](O)(=O)C[C:22](CC(O)=O)([C:24]([OH:26])=[O:25])[OH:23]>C[O-].[Na+].CO>[C:24]([O:26][CH2:18][CH3:13])(=[O:25])[CH3:22].[CH3:4][CH2:5][CH2:6][CH:7]([CH3:2])[CH3:20].[Cl:1][C:2]1[C:7]([Cl:8])=[CH:6][CH:5]=[CH:4][C:3]=1[S:9]([NH:12][C:13]1[C:18]([O:23][CH3:22])=[N:17][CH:16]=[CH:15][N:14]=1)(=[O:11])=[O:10] |f:2.3,5.6|. Procedure: 2,3-Dichloro-N-(3-chloro-2-pyrazinyl)benzenesulphonamide (Example 28 part a) (0.2 g) in 10% sodium methoxide in methanol (10 mL) was heated at 85° C. After 4 h, 5% aqueous citric acid (50 mL) was added and the mixture extracted with ethyl acetate (2×150 mL). The combined extracts were washed with brine, dried (MgSO4) and the solvent evaporated. Chromatography on silica gel eluting with ethyl acetate/isohexane mixtures gave the title compound as a white solid (0.12 g) Reactants: ClC=1C2=C(N=CN1)N(C=C2C)[C@H]2[C@](O)([C@H](O)[C@H](O2)CO)C (4-Chloro-5-methyl-7-(2-C-methyl-β-D-ribofuranosyl)-7H-pyrrolo[2,3-d]pyrimidine), N (ammonia), stainless steel. Product: NC=1C2=C(N=CN1)N(C=C2C)[C@H]2[C@](O)([C@H](O)[C@H](O2)CO)C (4-Amino-5-methyl-7-(2-C-methyl-β-D-ribofuranosyl)-7H-pyrrolo[2,3-d]pyrimidine). RXN SMILES: Cl[C:2]1[C:3]2[C:10]([CH3:11])=[CH:9][N:8]([C@@H:12]3[O:18][C@H:17]([CH2:19][OH:20])[C@@H:15]([OH:16])[C@@:13]3([CH3:21])[OH:14])[C:4]=2[N:5]=[CH:6][N:7]=1.[NH3:22]>>[NH2:22][C:2]1[C:3]2[C:10]([CH3:11])=[CH:9][N:8]([C@@H:12]3[O:18][C@H:17]([CH2:19][OH:20])[C@@H:15]([OH:16])[C@@:13]3([CH3:21])[OH:14])[C:4]=2[N:5]=[CH:6][N:7]=1. Procedure: To the compound from Step B (0.2 g, 0.64 mmol) was added methanolic ammonia (saturated at 0° C.; 40 mL). The mixture was heated in a stainless steel autoclave at 100° C. for 14 h, then cooled and evaporated in vacuo. The crude mixture was purified on a silica gel column (5×5 cm) with CH2Cl2/MeOH (50/1, 30/1, 20/1) gradient as eluent to give the title compound as a white solid (0.12 g).